The task is: describe an organic reaction: reactants, conditions, products, and yield. This data is from the Open Reaction Database (ORD), a public repository of structured organic reaction records. Reactants: NCC=1C=C(C(=NC1)C(F)F)C1=NN(C(N1)=O)C1=CC=C(C=C1)C(F)(F)F (3-(5-(aminomethyl)-2-(difluoromethyl)pyridin-3-yl)-1-(4-(trifluoromethyl)phenyl)-1H-1,2,4-triazol-5(4H)-one), C(C(C)(C)C)(=O)Cl (pivaloyl chloride), TEA. Run in C(Cl)Cl (DCM). Yields the product FC(C1=C(C=C(C=N1)CNC(C(C)(C)C)=O)C1=NN(C(N1)=O)C1=CC=C(C=C1)C(F)(F)F)F (N-((6-(difluoromethyl)-5-(5-oxo-1-(4-(trifluoromethyl)phenyl)-4,5-dihydro-1H-1,2,4-triazol-3-yl)pyridin-3-yl)methyl)pivalamide). The yield is 17.8%. RXN SMILES: [NH2:1][CH2:2][C:3]1[CH:4]=[C:5]([C:12]2[NH:16][C:15](=[O:17])[N:14]([C:18]3[CH:23]=[CH:22][C:21]([C:24]([F:27])([F:26])[F:25])=[CH:20][CH:19]=3)[N:13]=2)[C:6]([CH:9]([F:11])[F:10])=[N:7][CH:8]=1.[C:28](Cl)(=[O:33])[C:29]([CH3:32])([CH3:31])[CH3:30]>C(Cl)Cl>[F:10][CH:9]([F:11])[C:6]1[N:7]=[CH:8][C:3]([CH2:2][NH:1][C:28](=[O:33])[C:29]([CH3:32])([CH3:31])[CH3:30])=[CH:4][C:5]=1[C:12]1[NH:16][C:15](=[O:17])[N:14]([C:18]2[CH:23]=[CH:22][C:21]([C:24]([F:26])([F:25])[F:27])=[CH:20][CH:19]=2)[N:13]=1. Procedure details: The title compound was prepared by following the procedure as described in Example-108 by using 3-(5-(aminomethyl)-2-(difluoromethyl)pyridin-3-yl)-1-(4-(trifluoromethyl)phenyl)-1H-1,2,4-triazol-5(4H)-one (0.50 g, 0.12 mmol), pivaloyl chloride (0.018 g, 0.14 mmol), TEA (0.038 g, 0.37 mmol) in DCM (10 mL) to afford 0.010 g of the desired product. 1H NMR (300 MHz, DMSO d6): δ 1.18 (s, 9H), 4.38 (s, 2H), 7.24-7.63 (m, 1H), 7.64 (d, J=8.4 Hz, 2H), 7.99 (s, 1H), 8.10 (d, J=8.4 Hz, 2H), 8.61 (s, 1H); M... Reactants: ClC1=C(C=C(C(=O)O)C=C1)S(NC)(=O)=O (4-chloro-3-methylsulfamoylbenzoic acid), CN1CCNCC1 (N-methylpiperazine), Cl (HCl). The product is Cl.CN1CCN(CC1)C1=C(C=C(C(=O)O)C=C1)S(NC)(=O)=O (4-(4-Methylpiperazine-1-yl)-3-methylsulfamoylbenzoic acid-hydrochloride). RXN SMILES: [Cl:1][C:2]1[CH:10]=[CH:9][C:5]([C:6]([OH:8])=[O:7])=[CH:4][C:3]=1[S:11](=[O:15])(=[O:14])[NH:12][CH3:13].[CH3:16][N:17]1[CH2:22][CH2:21][NH:20][CH2:19][CH2:18]1.Cl>>[ClH:1].[CH3:16][N:17]1[CH2:22][CH2:21][N:20]([C:2]2[CH:10]=[CH:9][C:5]([C:6]([OH:8])=[O:7])=[CH:4][C:3]=2[S:11](=[O:15])(=[O:14])[NH:12][CH3:13])[CH2:19][CH2:18]1 |f:3.4|. Procedure: 250 Grams of 4-chloro-3-methylsulfamoylbenzoic acid (1.0 mole) were stirred with 0.3 l of N-methylpiperazine for 4 hours at 130° C. When the hot reaction solution was introduced into 2 l of 2N HCl, the final product precipitated immediately in a crystalline form. The crude product was purified by recrystallization from a 2:2:1 mixture of ethanol/water/dimethylformamide. The reactants are N (ammonia), CO (methanol), BrC=1C=CC2=C(C(=NCC(N2)=S)C2=NC=CC=C2)C1 (7-bromo-5-(2-pyridyl)-3H-1,4-benzodiazepine-2(1H)-thione). The solvent is O1CCCC1 (tetrahydrofuran). Run at time 16 hour. Product: NC1=NC2=C(C(=NC1)C1=NC=CC=C1)C=C(C=C2)Br (2-amino-7-bromo-5-(2-pyridyl)-3H-1,4-benzodiazepine). As a reaction SMILES: [Br:1][C:2]1[CH:3]=[CH:4][C:5]2[NH:11][C:10](=S)[CH2:9][N:8]=[C:7]([C:13]3[CH:18]=[CH:17][CH:16]=[CH:15][N:14]=3)[C:6]=2[CH:19]=1.[NH3:20].CO>O1CCCC1>[NH2:20][C:10]1[CH2:9][N:8]=[C:7]([C:13]2[CH:18]=[CH:17][CH:16]=[CH:15][N:14]=2)[C:6]2[CH:19]=[C:2]([Br:1])[CH:3]=[CH:4][C:5]=2[N:11]=1. Reported procedure: 59.5 g of 7-bromo-5-(2-pyridyl)-3H-1,4-benzodiazepine-2(1H)-thione (J. B. Hester, jr., A. D. Rudzik & P.F . Von Voigtlander, J. Med. Chem., 1980,23, 392-402) in 800 ml of tetrahydrofuran were added to 1.0 l of 25% aqueous ammonia solution and 300 ml of methanol. The mixture was stirred at room temperature for 16 h., with the solution which formed being concentrated to about 500 ml in a vacuum. The crystals were filtered off, washed with water and dried. There were obtained 52 g of 2-amino-7-brom... The reactants are C1(CCCCC1)P(C1=C(C=CC=C1)C1=C(C=C(C=C1C(C)C)C(C)C)C(C)C)C1CCCCC1 (dicyclohexyl(2′,4′,6′-triisopropylbiphenyl-2-yl)phosphine), O1CCN(CC1)C1=NC=C(C=C1N)N1CCOCC1 (2,5-dimorpholinopyridin-3-amine), ClC1=C(C(=NC2=CC(=CC(=C12)F)F)C=1C=NC(=CC1)N1CCNCC1)C (4-chloro-5,7-difluoro-3-methyl-2-(6-(piperazin-1-yl)pyridin-3-yl)quinoline), CC(C)([O-])C.[Na+] (sodium tert-butoxide). The reagents and catalysts are C=1C=CC(=CC1)/C=C/C(=O)/C=C/C2=CC=CC=C2.C=1C=CC(=CC1)/C=C/C(=O)/C=C/C2=CC=CC=C2.C=1C=CC(=CC1)/C=C/C(=O)/C=C/C2=CC=CC=C2.[Pd].[Pd] (Pd2dba3). The solvent is C1(=CC=CC=C1)C (toluene). Product: O1CCN(CC1)C1=NC=C(C=C1NC1=C(C(=NC2=CC(=CC(=C12)F)F)C=1C=NC(=CC1)N1CCNCC1)C)N1CCOCC1 (N-(2,5-dimorpholinopyridin-3-yl)-5,7-difluoro-3-methyl-2-(6-(piperazin-1-yl)pyridin-3-yl)quinolin-4-amine). RXN SMILES: C1(P(C2CCCCC2)C2C=CC=CC=2C2C(C(C)C)=CC(C(C)C)=CC=2C(C)C)CCCCC1.[O:35]1[CH2:40][CH2:39][N:38]([C:41]2[C:46]([NH2:47])=[CH:45][C:44]([N:48]3[CH2:53][CH2:52][O:51][CH2:50][CH2:49]3)=[CH:43][N:42]=2)[CH2:37][CH2:36]1.Cl[C:55]1[C:64]2[C:59](=[CH:60][C:61]([F:66])=[CH:62][C:63]=2[F:65])[N:58]=[C:57]([C:67]2[CH:68]=[N:69][C:70]([N:73]3[CH2:78][CH2:77][NH:76][CH2:75][CH2:74]3)=[CH:71][CH:72]=2)[C:56]=1[CH3:79].CC(C)([O-])C.[Na+]>C1(C)C=CC=CC=1.C1C=CC(/C=C/C(/C=C/C2C=CC=CC=2)=O)=CC=1.C1C=CC(/C=C/C(/C=C/C2C=CC=CC=2)=O)=CC=1.C1C=CC(/C=C/C(/C=C/C2C=CC=CC=2)=O)=CC=1.[Pd].[Pd]>[O:35]1[CH2:40][CH2:39][N:38]([C:41]2[C:46]([NH:47][C:55]3[C:64]4[C:59](=[CH:60][C:61]([F:66])=[CH:62][C:63]=4[F:65])[N:58]=[C:57]([C:67]4[CH:68]=[N:69][C:70]([N:73]5[CH2:74][CH2:75][NH:76][CH2:77][CH2:78]5)=[CH:71][CH:72]=4)[C:56]=3[CH3:79])=[CH:45][C:44]([N:48]3[CH2:49][CH2:50][O:51][CH2:52][CH2:53]3)=[CH:43][N:42]=2)[CH2:37][CH2:36]1 |f:3.4,6.7.8.9.10|. Procedure details: The Buchwald coupled product was prepared according to Procedure S using of dicyclohexyl(2′,4′,6′-triisopropylbiphenyl-2-yl)phosphine (0.020 g, 0.043 mmol), 2,5-dimorpholinopyridin-3-amine (0.085 g, 0.32 mmol), 4-chloro-5,7-difluoro-3-methyl-2-(6-(piperazin-1-yl)pyridin-3-yl)quinoline (0.1 g, 0.27 mmol), Pd2dba3 (0.009 g, 0.011 mmol) and sodium tert-butoxide (0.064 g, 0.67 mmol) in toluene (3.3 mL) at 100° C. for 2.1 h. The crude product was further purified with HPLC (10-90% of 0.1% TFA acetoni... Starting materials: O (H2O), C=C(C)OC(NC1=C(C=C(C(=C1)C=1C(=NC2=CC(=NC=C2C1)Cl)C)C)F)=O (prop-1-en-2-yl(5-(7-chloro-2-methyl-1,6-naphthyridin-3-yl)-2-fluoro-4-methylphenyl)carbamate), Cl.FC(CCN)(F)F (3,3,3-trifluoropropylamine hydrochloride), CN1CCCC1 (1-methylpyrrolidine). Run in C1CCOC1 (THF). Product: ClC1=NC=C2C=C(C(=NC2=C1)C)C=1C(=CC(=C(C1)NC(=O)NCCC(F)(F)F)F)C (1-(5-(7-chloro-2-methyl-1,6-naphthyridin-3-yl)-2-fluoro-4-methylphenyl)-3-(3,3,3-trifluoropropyl)urea). The yield is 96.3%. Reaction SMILES: C=C(O[C:5](=[O:27])[NH:6][C:7]1[CH:12]=[C:11]([C:13]2[C:14]([CH3:24])=[N:15][C:16]3[C:21]([CH:22]=2)=[CH:20][N:19]=[C:18]([Cl:23])[CH:17]=3)[C:10]([CH3:25])=[CH:9][C:8]=1[F:26])C.Cl.[F:29][C:30]([F:35])([F:34])[CH2:31][CH2:32][NH2:33].CN1CCCC1.O>C1COCC1>[Cl:23][C:18]1[CH:17]=[C:16]2[C:21]([CH:22]=[C:13]([C:11]3[C:10]([CH3:25])=[CH:9][C:8]([F:26])=[C:7]([NH:6][C:5]([NH:33][CH2:32][CH2:31][C:30]([F:35])([F:34])[F:29])=[O:27])[CH:12]=3)[C:14]([CH3:24])=[N:15]2)=[CH:20][N:19]=1 |f:1.2|. Procedure: Heat a mixture of prop-1-en-2-yl(5-(7-chloro-2-methyl-1,6-naphthyridin-3-yl)-2-fluoro-4-methylphenyl)carbamate (0.20 g, 0.518 mmol), 3,3,3-trifluoropropylamine hydrochloride (0.093 g, 0.622 mmol) and 1-methylpyrrolidine (0.068 mL, 0.648 mmol) in THF (5 mL) at 55° C. overnight. Cool to RT, add H2O, extract with EtOAc (2×), wash the combined organics with brine (2×), dry over MgSO4 and concentrate to dryness to afford the title compound (220 mg, 96%). 1H NMR (400 MHz, DMSO-d6): δ 9.23 (s, 1H), 8.5...